Task: describe an organic reaction: reactants, conditions, products, and yield. Dataset: the Open Reaction Database (ORD), a public repository of structured organic reaction records Reactants: CCN=C=NCCCN(C)C, CCN(C(C)C)C(C)C, COc1ccc2c(OCc3nnc4ccc(C(=O)O)cn34)ccnc2c1, NC1CC1, Cl, CN(C)C=O, On1nnc2cccnc21. Yields the product COc1ccc2c(OCc3nnc4ccc(C(=O)NC5CC5)cn34)ccnc2c1. Reaction SMILES: [CH2:42]([N:43]=[C:44]=[N:45][CH2:46][CH2:47][CH2:48][N:49]([CH3:50])[CH3:51])[CH3:52].[CH2:53]([N:54]([CH:55]([CH3:56])[CH3:57])[CH:58]([CH3:59])[CH3:60])[CH3:61].[CH3:1][O:2][c:3]1[cH:4][cH:5][c:6]2[c:7]([O:13][CH2:14][c:15]3[n:16][n:17][c:18]4[n:19]3[cH:20][c:21]([C:24](=[O:25])[OH:26])[cH:22][cH:23]4)[cH:8][cH:9][n:10][c:11]2[cH:12]1.[CH:27]1([NH2:30])[CH2:28][CH2:29]1.[ClH:41].[O:62]=[CH:63][N:64]([CH3:65])[CH3:66].[OH:31][n:32]1[c:33]2[n:34][cH:35][cH:36][cH:37][c:38]2[n:39][n:40]1>>[CH3:1][O:2][c:3]1[cH:4][cH:5][c:6]2[c:7]([O:13][CH2:14][c:15]3[n:16][n:17][c:18]4[n:19]3[cH:20][c:21]([C:24](=[O:25])[NH:30][CH:27]3[CH2:28][CH2:29]3)[cH:22][cH:23]4)[cH:8][cH:9][n:10][c:11]2[cH:12]1.